This data is from the Open Reaction Database (ORD), a public repository of structured organic reaction records. The task is: describe an organic reaction: reactants, conditions, products, and yield Reactants: [Br-], ClCCl, CCOCC, CC(C)C=O, [Mg+]c1ccc(Cl)cc1, Cl. Product: CC(C)C(O)c1ccc(Cl)cc1. As a reaction SMILES: [Br-:1].[CH2:16]([Cl:17])[Cl:18].[CH3:19][CH2:20][O:21][CH2:22][CH3:23].[CH:10]([CH:11]([CH3:12])[CH3:13])=[O:14].[Cl:2][c:3]1[cH:4][cH:5][c:6]([Mg+:9])[cH:7][cH:8]1.[ClH:15]>>[Cl:2][c:3]1[cH:4][cH:5][c:6]([CH:10]([CH:11]([CH3:12])[CH3:13])[OH:14])[cH:7][cH:8]1. Reactants: CNC (dimethylamine), C1(=CC=CC=C1)CCCCC1=C(OCC2OC2)C=CC=C1 (2-[2-(4-phenylbutyl)phenoxymethyl]oxirane). The solvent is O1CCCC1 (tetrahydrofuran). Conditions: time 8 hour. The product is CN(CC(COC1=C(C=CC=C1)CCCCC1=CC=CC=C1)O)C (3-Dimethylamino-1-[2-(4-phenylbutyl)phenoxy]-2-propanol). Isolated yield 90.4%. RXN SMILES: [CH3:1][NH:2][CH3:3].[C:4]1([CH2:10][CH2:11][CH2:12][CH2:13][C:14]2[CH:24]=[CH:23][CH:22]=[CH:21][C:15]=2[O:16][CH2:17][CH:18]2[CH2:20][O:19]2)[CH:9]=[CH:8][CH:7]=[CH:6][CH:5]=1>O1CCCC1>[CH3:1][N:2]([CH3:3])[CH2:20][CH:18]([OH:19])[CH2:17][O:16][C:15]1[CH:21]=[CH:22][CH:23]=[CH:24][C:14]=1[CH2:13][CH2:12][CH2:11][CH2:10][C:4]1[CH:9]=[CH:8][CH:7]=[CH:6][CH:5]=1. Reported procedure: 30 ml of 50% by volume aqueous dimethylamine were added to a solution of 19.68 g of 2-[2-(4-phenylbutyl)phenoxymethyl]oxirane [prepared as described in step (a) above] in 300 ml of tetrahydrofuran, and the resulting mixture was stirred at room temperature overnight. At the end of this time, the solvent was removed by distillation under reduced pressure, and the pale yellow oily residue was purified by column chromatography through silica gel, using a 10:1 by volume mixture of methylene chloride ... The yield is 23.0%. Procedure: To a stirred mixture of 2-amino-4-(trifluoromethyl)benzoic acid (3.0 g, 15 mmol) and imidazole (1.2 g, 18 mmol) in acetonitrile (30 mL), was added acetyl chloride (1.3 mL, 18 mmol) at room temperature. The mixture was stirred at room temperature overnight. To the mixture, was added 3-amino-piperidine-2,6-dione hydrogen chloride (2.4 g, 15 mmol), imidazole (2.2 g, 32 mmol) and triphenyl phosphite (4.6 mL, 18 mmol) and heated to reflux for 22 hours. To the mixture, was added water (100 mL). The su... The reactants are NC1=C(C(=O)O)C=CC(=C1)C(F)(F)F (2-amino-4-(trifluoromethyl)benzoic acid), N1C=NC=C1 (imidazole), Cl.NC1C(NC(CC1)=O)=O (3-amino-piperidine-2,6-dione hydrogen chloride), N1C=NC=C1 (imidazole), P(OC1=CC=CC=C1)(OC1=CC=CC=C1)OC1=CC=CC=C1 (triphenyl phosphite), C(C)(=O)Cl (acetyl chloride). Reaction SMILES: [NH2:1][C:2]1[CH:10]=[C:9]([C:11]([F:14])([F:13])[F:12])[CH:8]=[CH:7][C:3]=1[C:4]([OH:6])=O.N1[CH:19]=[CH:18]N=C1.C(Cl)(=O)C.Cl.[NH2:25][CH:26]1[CH2:31][CH2:30][C:29](=[O:32])[NH:28][C:27]1=[O:33].P(OC1C=CC=CC=1)(OC1C=CC=CC=1)OC1C=CC=CC=1>C(#N)C.CS(C)=O.O>[CH3:18][C:19]1[N:25]([CH:26]2[CH2:31][CH2:30][C:29](=[O:32])[NH:28][C:27]2=[O:33])[C:4](=[O:6])[C:3]2[C:2](=[CH:10][C:9]([C:11]([F:14])([F:13])[F:12])=[CH:8][CH:7]=2)[N:1]=1 |f:3.4|. Run at time 8 hour. Run in C(C)#N (acetonitrile), O (water), O (water), CS(=O)C (DMSO), O (water). Product: CC1=NC2=CC(=CC=C2C(N1C1C(NC(CC1)=O)=O)=O)C(F)(F)F (3-(2-methyl-4-oxo-7-trifluoromethyl-4H-quinazolin-3-yl)-piperidine-2,6-dione). The solvent is CO (MeOH). The reactants are C(#N)C(C(=O)N)=C(CC)OCC (2-cyano-3-ethoxypentenamide), ClC1=C(C(=CC(=C1)Cl)Cl)NN (2,4,6-trichlorophenylhydrazine), O (water). Isolated yield 82.0%. As a reaction SMILES: [C:1]([C:3](=[C:7](OCC)[CH2:8][CH3:9])[C:4]([NH2:6])=[O:5])#[N:2].[Cl:13][C:14]1[CH:19]=[C:18]([Cl:20])[CH:17]=[C:16]([Cl:21])[C:15]=1[NH:22][NH2:23].O>CO>[NH2:2][C:1]1[N:22]([C:15]2[C:14]([Cl:13])=[CH:19][C:18]([Cl:20])=[CH:17][C:16]=2[Cl:21])[N:23]=[C:7]([CH2:8][CH3:9])[C:3]=1[C:4]([NH2:6])=[O:5]. Conditions: time 3 hour. Procedure details: Part A: To a stirred solution of 320 mg (1.9 mmol) of 2-cyano-3-ethoxypentenamide in 7 mL of MeOH was added 465 mg (2.2 mmol) of 2,4,6-trichlorophenylhydrazine. The solution was stirred 3 h at reflux, treated with 2 mL of water, and allowed to stir an additional 1 h, cooling to RT. The white solid which precipitated was filtered, washed with 2:1 MeOH-water, and air-dried to afford 520 mg (82%) of 5-amino-3-ethyl-1-(2,4,6-trichlorophenyl) pyrazole-4-carboxamide, mp 186-188° C., Mass Spec(CI+): 33... The product is NC1=C(C(=NN1C1=C(C=C(C=C1Cl)Cl)Cl)CC)C(=O)N (5-amino-3-ethyl-1-(2,4,6-trichlorophenyl) pyrazole-4-carboxamide). Starting materials: Cc1ccc2nc(-c3ccc(-c4ccccc4)c(C(F)(F)F)c3)sc2c1, ClC(Cl)(Cl)Cl, CC(C)(C#N)N=NC(C)(C)C#N, O=C1CCC(=O)N1Br. Product: FC(F)(F)c1cc(-c2nc3ccc(CBr)cc3s2)ccc1-c1ccccc1. As a reaction SMILES: [CH3:1][c:2]1[cH:3][c:4]2[c:5]([n:6][c:7](-[c:9]3[cH:10][c:11]([C:21]([F:22])([F:23])[F:24])[c:12](-[c:15]4[cH:16][cH:17][cH:18][cH:19][cH:20]4)[cH:13][cH:14]3)[s:8]2)[cH:25][cH:26]1.[Cl:47][C:48]([Cl:49])([Cl:50])[Cl:51].[N:35]#[C:36][C:37]([N:38]=[N:39][C:40]([C:41]#[N:42])([CH3:43])[CH3:44])([CH3:45])[CH3:46].[O:27]=[C:28]1[N:29]([Br:34])[C:30](=[O:31])[CH2:32][CH2:33]1>>[CH2:1]([c:2]1[cH:3][c:4]2[c:5]([n:6][c:7](-[c:9]3[cH:10][c:11]([C:21]([F:22])([F:23])[F:24])[c:12](-[c:15]4[cH:16][cH:17][cH:18][cH:19][cH:20]4)[cH:13][cH:14]3)[s:8]2)[cH:25][cH:26]1)[Br:34]. The reactants are [Mg] (Magnesium), [Cl-].[NH4+] (ammonium chloride), ClC=1C(=C2C(=NC1)N(C(=C2)I)S(=O)(=O)C2=CC=C(C)C=C2)C2=CN=C(S2)C2(CCC2)O (1-(5-(5-chloro-2-iodo-1-tosyl-1H-pyrrolo[2,3-b]pyridin-4-yl)thiazol-2-yl)cyclobutanol), C(#N)C=1C=C(C=CC1)B(O)O (3-cyanophenylboronic acid), C([O-])(O)=O (bicarbonate). The reagents and catalysts are Cl[Pd]([P](C1=CC=CC=C1)(C2=CC=CC=C2)C3=CC=CC=C3)([P](C4=CC=CC=C4)(C5=CC=CC=C5)C6=CC=CC=C6)Cl (bis(triphenylphosphine)palladium dichloride). Solvent: CN(C=O)C (N,N-dimethylformamide). Run at temperature 70 celsius, time 16 hour. The product is ClC=1C(=C2C(=NC1)NC(=C2)C=2C=C(C#N)C=CC2)C2=CN=C(S2)C2(CCC2)O (3-{5-chloro-4-[2-(1-hydroxycyclobutyl)-1,3-thiazol-5-yl]-1H-pyrrolo[2,3-b]pyridin-2-yl}benzonitrile). Reaction SMILES: [Cl:1][C:2]1[C:3]([C:22]2[S:26][C:25]([C:27]3([OH:31])[CH2:30][CH2:29][CH2:28]3)=[N:24][CH:23]=2)=[C:4]2[CH:10]=[C:9](I)[N:8](S(C3C=CC(C)=CC=3)(=O)=O)[C:5]2=[N:6][CH:7]=1.[C:32]([C:34]1[CH:35]=[C:36](B(O)O)[CH:37]=[CH:38][CH:39]=1)#[N:33].C(=O)(O)[O-].[Mg].[Cl-].[NH4+]>CN(C)C=O.Cl[Pd](Cl)([P](C1C=CC=CC=1)(C1C=CC=CC=1)C1C=CC=CC=1)[P](C1C=CC=CC=1)(C1C=CC=CC=1)C1C=CC=CC=1>[Cl:1][C:2]1[C:3]([C:22]2[S:26][C:25]([C:27]3([OH:31])[CH2:28][CH2:29][CH2:30]3)=[N:24][CH:23]=2)=[C:4]2[CH:10]=[C:9]([C:38]3[CH:39]=[C:34]([CH:35]=[CH:36][CH:37]=3)[C:32]#[N:33])[NH:8][C:5]2=[N:6][CH:7]=1 |f:4.5,^1:57,76|. Procedure: To a stirred ambient solution of 1-(5-(5-chloro-2-iodo-1-tosyl-1H-pyrrolo[2,3-b]pyridin-4-yl)thiazol-2-yl)cyclobutanol (Example 8A) (50 mg, 0.085 mmol) and 3-cyanophenylboronic acid (18.8 mg, 0.128 mmol) in N,N-dimethylformamide (2.0 mL) was added saturated aqueous bicarbonate solution (683 μl) followed by bis(triphenylphosphine)palladium dichloride (4.2 mg, 6.0 μmol). The mixture was heated to 70° C. for 4 hours and was then quenched by the addition of water and ethyl acetate. The layers were s... Reactants: CC(C)CC(NC(=O)C(CO)NC(=O)C(N)CCC(=O)NC(=O)OC(C)(C)C)C(=O)OCc1ccccc1, Cl. Yields the product CC(C)CC(NC(=O)C(CO)NC(=O)C(N)CCC(N)=O)C(=O)OCc1ccccc1, Cl. RXN SMILES: [CH2:1]([c:2]1[cH:3][cH:4][cH:5][cH:6][cH:7]1)[O:8][C:9]([CH:10]([NH:11][C:12]([CH:13]([NH:14][C:15]([CH:16]([NH2:17])[CH2:18][CH2:19][C:20]([NH:21][C:22]([O:23][C:24]([CH3:25])([CH3:26])[CH3:27])=[O:28])=[O:29])=[O:30])[CH2:31][OH:32])=[O:33])[CH2:34][CH:35]([CH3:36])[CH3:37])=[O:38].[ClH:39]>>[CH2:1]([c:2]1[cH:3][cH:4][cH:5][cH:6][cH:7]1)[O:8][C:9]([CH:10]([NH:11][C:12]([CH:13]([NH:14][C:15]([CH:16]([NH2:17])[CH2:18][CH2:19][C:20]([NH2:21])=[O:29])=[O:30])[CH2:31][OH:32])=[O:33])[CH2:34][CH:35]([CH3:36])[CH3:37])=[O:38].[ClH:39]. Reactants: C(CC1=CC(OC)=C(OC)C=C1)(=O)O (homoveratric acid), C(C)(=O)[O-].[Na+] (sodium acetate). Yields the product COC=1C=C2C(OC(=O)C2=CC1OC)=CC1=CC=CC=C1 (5,6-Dimethoxy-3-benzylidenephthalide). RXN SMILES: [C:1](O)(=O)[CH2:2][C:3]1[CH:12]=[CH:11][C:8]([O:9][CH3:10])=[C:5]([O:6][CH3:7])[CH:4]=1.[C:15]([O-:18])(=[O:17])C.[Na+]>>[CH3:7][O:6][C:5]1[CH:4]=[C:3]2[C:12](=[CH:11][C:8]=1[O:9][CH3:10])[C:15](=[O:17])[O:18][C:2]2=[CH:1][C:3]1[CH:12]=[CH:11][CH:8]=[CH:5][CH:4]=1 |f:1.2|. Reported procedure: In a 25 ml flask were charged 4.0 g of m-hemipinic anhydride, 4.54 g of homoveratric acid, and sodium acetate, and the flask was buried in a sand bath at 235° to 240° C. to allow the mixture to react for 6 hours. The reaction mixture was purified by silica gel column chromatography (dichloromethane) to yield the title compound as a colorless amorphous compound. The reactants are CC1(C=2C=CC(=CC2C(CC1)(C)C)C1=C(CCCC1)CO)C (2-(5,6,7,8-tetrahydro-5,5,8,8-tetramethyl-2-naphthalenyl)-1-cyclohexenylmethanol). Reagents/catalysts: [O-2].[O-2].[Mn+4] (manganese dioxide). Run in C(Cl)Cl (methylene chloride). The product is CC1(C=2C=CC(=CC2C(CC1)(C)C)C1=C(CCCC1)C=O)C (2-(5,6,7,8-tetrahydro-5,5,8,8-tetramethyl-2-naphthalenyl)-1-cyclohexenecarboxaldehyde). RXN SMILES: [CH3:1][C:2]1([CH3:22])[CH2:11][CH2:10][C:9]([CH3:13])([CH3:12])[C:8]2[CH:7]=[C:6]([C:14]3[CH2:19][CH2:18][CH2:17][CH2:16][C:15]=3[CH2:20][OH:21])[CH:5]=[CH:4][C:3]1=2>C(Cl)Cl.[O-2].[O-2].[Mn+4]>[CH3:1][C:2]1([CH3:22])[CH2:11][CH2:10][C:9]([CH3:12])([CH3:13])[C:8]2[CH:7]=[C:6]([C:14]3[CH2:19][CH2:18][CH2:17][CH2:16][C:15]=3[CH:20]=[O:21])[CH:5]=[CH:4][C:3]1=2 |f:2.3.4|. Procedure: The above alcohol is stirred with excess active manganese dioxide in methylene chloride for 5 hours. The reaction mixture is filtered and evaporated to give 2-(5,6,7,8-tetrahydro-5,5,8,8-tetramethyl-2-naphthalenyl)-1-cyclohexenecarboxaldehyde.